From a dataset of the Open Reaction Database (ORD), a public repository of structured organic reaction records. describe an organic reaction: reactants, conditions, products, and yield Starting materials: NC=1C=CC2=C(C(C(C(O2)(C)C)C)=O)C1 (6-amino-2,2,3-trimethyl-3,4-dihydro-2H-1-benzopyran-4-one), N(=O)[O-].[Na+] (sodium nitrite), [C-]#N.[K+] (potassium cyanide), cuprous cyanide, Cl (hydrochloric acid). Solvent: C(C)O (ethanol), O (water), O (water), O (water). Run at temperature 90 celsius. Product: C(#N)C=1C=CC2=C(C(C(C(O2)(C)C)C)=O)C1 (6-cyano-2,2,3-trimethyl-3,4-dihydro-2H-1-benzopyran-4-one). The yield is 77.0%. RXN SMILES: Cl.N[C:3]1[CH:4]=[CH:5][C:6]2[O:11][C:10]([CH3:13])([CH3:12])[CH:9]([CH3:14])[C:8](=[O:15])[C:7]=2[CH:16]=1.N([O-])=O.[Na+].[C-:21]#[N:22].[K+]>C(O)C.O>[C:21]([C:3]1[CH:4]=[CH:5][C:6]2[O:11][C:10]([CH3:13])([CH3:12])[CH:9]([CH3:14])[C:8](=[O:15])[C:7]=2[CH:16]=1)#[N:22] |f:2.3,4.5|. Procedure details: A mixture of of 6-nitro-2,2,3-trimethyl-3,4-dihydro-2H-1-benzopyran-4-one (23.5 g, 0.1 mol) and 10% palladium on carbon (2 g) in methanol was stirred under an atmosphere of hydrogen at 40°-50° C. for five hours at atmospheric pressure. The solution was then filtered, and the solvent removed from the filtrate under reduced pressure to give 21 g of 6-amino-2,2,3-trimethyl-3,4-dihydro-2H-1-benzopyran-4-one as an oil. B. To a mixture of water (293 ml) and concentrated hydrochloric acid (25.7 ml) at ... The reactants are N1=CC=C(C=C1)CCl (4-picolyl chloride), C1(=CC=CC=C1)N1N=C2C(CC3=CC=CN23)=C1 (2,4-dihydro-2-phenylpyrazolo[4,3-B]pyrrolizine), C1COCCOCCOCCOCCOCCO1 (18-Crown-6), C[Si]([N-][Si](C)(C)C)(C)C.[K+] (potassium hexamethyldisilazide), O1CCCC1 (tetrahydrofuran). Product: C1(=CC=CC=C1)N1N=C2C(C(C3=CC=CN23)(CC2=CC=NC=C2)CC2=CC=NC=C2)=C1 (2,4-Dihydro-2-phenyl-4,4-bis(4-pyridinylmethyl)pyrazolo[4,3-B]pyrrolizine). The yield is 4.0%. As a reaction SMILES: [C:1]1([N:7]2[CH:17]=[C:10]3[CH2:11][C:12]4[N:16]([C:9]3=[N:8]2)[CH:15]=[CH:14][CH:13]=4)[CH:6]=[CH:5][CH:4]=[CH:3][CH:2]=1.C1O[CH2:34][CH2:33]OCCOCCOCCOCCOC1.C[Si](C)(C)[N-:38][Si](C)(C)C.[K+].[N:46]1[CH:51]=[CH:50][C:49]([CH2:52]Cl)=[CH:48][CH:47]=1.O1[CH2:58][CH2:57][CH2:56][CH2:55]1>>[C:1]1([N:7]2[CH:17]=[C:10]3[C:11]([CH2:55][C:56]4[CH:34]=[CH:33][N:38]=[CH:58][CH:57]=4)([CH2:52][C:49]4[CH:50]=[CH:51][N:46]=[CH:47][CH:48]=4)[C:12]4[N:16]([C:9]3=[N:8]2)[CH:15]=[CH:14][CH:13]=4)[CH:2]=[CH:3][CH:4]=[CH:5][CH:6]=1 |f:2.3|. Procedure: To a solution of 2,4-dihydro-2-phenylpyrazolo[4,3-B]pyrrolizine (6.1 mmol) and 18-Crown-6 (6.1 mmol) in tetrahydrofuran at 0° C. was added potassium hexamethyldisilazide, followed by 4-picolyl chloride (14.6 mmol, free-based in toluene) and the reaction allowed to warm to room temperature overnight. Following normal extractive workup and purification, the title compound was isolated as a solid in 4% yield; mp 169°-170° C.; Anal calc'd. for C26H21N5 : C, 77.40; H, 5.25; N, 17.36. Found: C, 77.01;... Starting materials: CCCC[Sn](C=CCBr)(CCCC)CCCC, CCN(C(C)C)C(C)C, CN(C)C=O, OCCNCCO. The product is CCCC[Sn](C=CCN(CCO)CCO)(CCCC)CCCC. As a reaction SMILES: [Br:17][CH2:18][CH:19]=[CH:20][Sn:21]([CH2:22][CH2:23][CH2:24][CH3:25])([CH2:26][CH2:27][CH2:28][CH3:29])[CH2:30][CH2:31][CH2:32][CH3:33].[CH2:1]([N:2]([CH:3]([CH3:4])[CH3:5])[CH:6]([CH3:7])[CH3:8])[CH3:9].[O:34]=[CH:35][N:36]([CH3:37])[CH3:38].[OH:10][CH2:11][CH2:12][NH:13][CH2:14][CH2:15][OH:16]>>[OH:10][CH2:11][CH2:12][N:13]([CH2:14][CH2:15][OH:16])[CH2:18][CH:19]=[CH:20][Sn:21]([CH2:22][CH2:23][CH2:24][CH3:25])([CH2:26][CH2:27][CH2:28][CH3:29])[CH2:30][CH2:31][CH2:32][CH3:33]. The reactants are O=Cc1ccccc1, I[n+]1ccccc1, O=[N+]([O-])[O-]. The product is O=Cc1ccccc1I. Reaction SMILES: [CH:1](=[O:2])[c:3]1[cH:4][cH:5][cH:6][cH:7][cH:8]1.[I:13][n+:14]1[cH:15][cH:16][cH:17][cH:18][cH:19]1.[N+:9]([O-:10])([O-:11])=[O:12]>>[CH:1](=[O:2])[c:3]1[c:4]([I:13])[cH:5][cH:6][cH:7][cH:8]1. Reactants: [BH4-], CCOC(=O)c1ncn2c1C1CCN1C(=O)c1c(Cl)cccc1-2, Cl, [Li+], C1CCOC1, O. Product: O=C1c2c(Cl)cccc2-n2cnc(CO)c2C2CCN12. As a reaction SMILES: [BH4-:24].[Cl:1][c:2]1[cH:3][cH:4][cH:5][c:6]2[c:7]1[C:8](=[O:23])[N:9]1[CH:10]([c:11]3[n:12]-2[cH:13][n:14][c:15]3[C:16](=[O:17])[O:18][CH2:19][CH3:20])[CH2:21][CH2:22]1.[ClH:26].[Li+:25].[O:28]1[CH2:29][CH2:30][CH2:31][CH2:32]1.[OH2:27]>>[Cl:1][c:2]1[cH:3][cH:4][cH:5][c:6]2[c:7]1[C:8](=[O:23])[N:9]1[CH:10]([c:11]3[n:12]-2[cH:13][n:14][c:15]3[CH2:16][OH:17])[CH2:21][CH2:22]1. Reactants: C(CC)(=O)C=1C=C2CC(NC2=CC1)=O (5-propionyl-2-indolinone), C(C)(=O)OC(C)=O (acetic anhydride). Product: C(C)(=O)N1C(CC2=CC(=CC=C12)C(CC)=O)=O (1-acetyl-5-propionyl-2-indolinone). RXN SMILES: [C:1]([C:5]1[CH:6]=[C:7]2[C:11](=[CH:12][CH:13]=1)[NH:10][C:9](=[O:14])[CH2:8]2)(=[O:4])[CH2:2][CH3:3].[C:15](OC(=O)C)(=[O:17])[CH3:16]>>[C:15]([N:10]1[C:11]2[C:7](=[CH:6][C:5]([C:1](=[O:4])[CH2:2][CH3:3])=[CH:13][CH:12]=2)[CH2:8][C:9]1=[O:14])(=[O:17])[CH3:16]. Procedure details: Prepared from 5-propionyl-2-indolinone and acetic anhydride